Dataset: the Open Reaction Database (ORD), a public repository of structured organic reaction records. Task: describe an organic reaction: reactants, conditions, products, and yield Procedure details: A mixture of dl-2-(3-methoxyphenyl)-1-phenylethylamine hydrochloride (11.3 g), 48% hydrobromic acid (100 ml) and glacial acetic acid (30 ml) is refluxed for 4 hours. After the reaction, the solvent is distilled off. To the residue is added water and the mixture is made alkaline with ammonia and extracted with chloroform. The chloroform layer is dried over anhydrous potassium carbonate and the solvent is distilled off. To the residue is added ether. The precipitated crystals are separated by filt... Yield: 79.9%. Product: OC=1C=C(C=CC1)CC(C1=CC=CC=C1)N (2-(3-Hydroxyphenyl)-1-phenylethylamine). The solvent is C(C)(=O)O (acetic acid). RXN SMILES: Cl.C[O:3][C:4]1[CH:5]=[C:6]([CH2:10][CH:11]([NH2:18])[C:12]2[CH:17]=[CH:16][CH:15]=[CH:14][CH:13]=2)[CH:7]=[CH:8][CH:9]=1.Br>C(O)(=O)C>[OH:3][C:4]1[CH:5]=[C:6]([CH2:10][CH:11]([NH2:18])[C:12]2[CH:13]=[CH:14][CH:15]=[CH:16][CH:17]=2)[CH:7]=[CH:8][CH:9]=1 |f:0.1|. The reactants are Cl.COC=1C=C(C=CC1)CC(C1=CC=CC=C1)N (2-(3-methoxyphenyl)-1-phenylethylamine hydrochloride), Br (hydrobromic acid).